This data is from the Open Reaction Database (ORD), a public repository of structured organic reaction records. The task is: describe an organic reaction: reactants, conditions, products, and yield The reactants are Cc1cc(Br)cc(C)c1O, CC(C)(C)[O-], CN1CCCC1=O, CCC(CC)Nc1cc(C)nc(Cl)c1C(N)=O, [K+]. Yields the product CCC(CC)Nc1cc(C)nc(Oc2c(C)cc(Br)cc2C)c1C(N)=O. RXN SMILES: [CH3:18][c:19]1[c:20]([OH:27])[c:21]([CH3:26])[cH:22][c:23]([Br:25])[cH:24]1.[CH3:28][C:29]([CH3:30])([O-:31])[CH3:32].[CH3:34][N:35]1[CH2:36][CH2:37][CH2:38][C:39]1=[O:40].[Cl:1][c:2]1[c:3]([C:4](=[O:5])[NH2:6])[c:7]([NH:12][CH:13]([CH2:14][CH3:15])[CH2:16][CH3:17])[cH:8][c:9]([CH3:11])[n:10]1.[K+:33]>>[c:2]1([O:27][c:20]2[c:19]([CH3:18])[cH:24][c:23]([Br:25])[cH:22][c:21]2[CH3:26])[c:3]([C:4](=[O:5])[NH2:6])[c:7]([NH:12][CH:13]([CH2:14][CH3:15])[CH2:16][CH3:17])[cH:8][c:9]([CH3:11])[n:10]1. Starting materials: CC=1C=CC=2N(C(C3=C(N2)CCC3)=O)C1 (7-methyl-1,2,3,10-tetrahydro-cyclopenta[d]pyrido[1,2-a]pyrimidine-10-one), C(C1=CC=CC=C1)=O (benzaldehyde), C[O-].[Na+] (sodium methoxide). Run in CO (methanol). Yields the product C(C1=CC=CC=C1)=C1CCC2=C1N=C1N(C2=O)C=C(C=C1)C (3-benzylidene-7-methyl-1,2,3,10-tetrahydro-cyclopenta[d]pyrido[1,2-a]pyrimidine-10-one), ( m ). RXN SMILES: [CH3:1][C:2]1[CH:3]=[CH:4][C:5]2[N:6]([CH:15]=1)[C:7](=[O:14])[C:8]1[CH2:13][CH2:12][CH2:11][C:9]=1[N:10]=2.[CH:16](=O)[C:17]1[CH:22]=[CH:21][CH:20]=[CH:19][CH:18]=1.C[O-].[Na+]>CO>[CH:16](=[C:11]1[C:9]2[N:10]=[C:5]3[CH:4]=[CH:3][C:2]([CH3:1])=[CH:15][N:6]3[C:7](=[O:14])[C:8]=2[CH2:13][CH2:12]1)[C:17]1[CH:22]=[CH:21][CH:20]=[CH:19][CH:18]=1 |f:2.3|. Procedure details: 7-methyl-1,2,3,10-tetrahydro-cyclopenta[d]pyrido[1,2-a]pyrimidine-10-one (5 g) was reacted with benzaldehyde (13.2 g) in methanol (200 ml) in the presence of sodium methoxide (6.8 g) at reflux temperature for 96 hours. After cooling and concentration in vacuo to a small volume the precipitate was filtered and washed with water until neutral; crystallization from CH2Cl2 /methanol gave 3-benzylidene-7-methyl-1,2,3,10-tetrahydro-cyclopenta[d]pyrido[1,2-a]pyrimidine-10-one, m.p. 197°-199° C., NMR (C... The reactants are [Na].C1(=CC=CC=C1)S(=O)(=O)N (benzenesulfonamide sodium), C1(=CC=CC=C1)N(C(=O)NC1CCC(CC1)Cl)C1=CC=CC=C1 (N.N-diphenyl-N'-(4-chlorocyclohexyl)-urea), CN(C=O)C (dimethyl formamide), N (ammonia). The solvent is O (water). The product is 2-methoxy-5-chlorobenzamido, ClC1CCC(CC1)NC(N)=O (N'-(4-chlorocyclohexyl)-urea). Reaction SMILES: [Na].C1(S(N)(=O)=O)C=CC=CC=1.C1([N:18](C2C=CC=CC=2)[C:19]([NH:21][CH:22]2[CH2:27][CH2:26][CH:25]([Cl:28])[CH2:24][CH2:23]2)=[O:20])C=CC=CC=1.CN(C)C=O.N>O>[Cl:28][CH:25]1[CH2:24][CH2:23][CH:22]([NH:21][C:19](=[O:20])[NH2:18])[CH2:27][CH2:26]1 |f:0.1,^1:0|. Procedure details: 3.9 g of 4-(β-<2-methoxy-5-chlorobenzamido>-ethyl)-benzenesulfonamide sodium, 6.5 g of N.N-diphenyl-N'-(4-chlorocyclohexyl)-urea (melting point 115° -116°C) and 100 ml dimethyl formamide are heated to 110°C for 45 minutes. Then the whole is cooled, poured into water and ammonia of 1 % strength is added. Then the whole is filtered, the filtrate is acidified and the precipitate obtained is purified once more over ammonia/hydrochloric acid. The N-[4-(β-<2-methoxy-5-chlorobenzamido>-ethyl)-benzenesu... Reactants: C(C)(=O)OCCCCCl (4-chlorobutyl acetate), OC1=CC=C(C(=O)OC)C=C1 (methyl 4-hydroxybenzoate), alkylated methyl ester. The product is OCCCCOC1=CC=C(C(=O)O)C=C1 (4-(4-hydroxybutoxy)benzoic acid). Isolated yield 70.0%. RXN SMILES: C([O:4][CH2:5][CH2:6][CH2:7][CH2:8]Cl)(=O)C.[OH:10][C:11]1[CH:20]=[CH:19][C:14]([C:15]([O:17]C)=[O:16])=[CH:13][CH:12]=1>>[OH:4][CH2:5][CH2:6][CH2:7][CH2:8][O:10][C:11]1[CH:20]=[CH:19][C:14]([C:15]([OH:17])=[O:16])=[CH:13][CH:12]=1. Reported procedure: The 4-hydroxyphenyl acrylate required can be obtained by selective monocleavage of hydroquinone bisacrylate using sodium methoxide analogously to DE 44 42 831 (corresponds to U.S. Pat. No. 5,654,471) in a yield of 91%. The monoacrylate is liquid at room temperature. The acid component to the above ester, 4-(4-acryloyloxybutoxy)benzoic acid, can be obtained by reacting 4-chlorobutyl acetate with methyl 4-hydroxybenzoate, hydrolyzing the resultant alkylated methyl ester to give free 4-(4-hydroxybu... Reactants: CCCN1CCc2cc(C(=O)OCC)sc2CC1, CCO, NN, O. Product: CCCN1CCc2cc(C(=O)NN)sc2CC1. Reaction SMILES: [CH2:1]([CH2:2][CH3:3])[N:4]1[CH2:5][CH2:6][c:7]2[c:8]([cH:11][c:12]([C:14]([O:16][CH2:15][CH3:17])=[O:18])[s:13]2)[CH2:9][CH2:10]1.[CH2:22]([OH:23])[CH3:24].[NH2:20][NH2:21].[OH2:19]>>[CH2:1]([CH2:2][CH3:3])[N:4]1[CH2:5][CH2:6][c:7]2[c:8]([cH:11][c:12]([C:14](=[O:16])[NH:20][NH2:21])[s:13]2)[CH2:9][CH2:10]1.